Dataset: the Open Reaction Database (ORD), a public repository of structured organic reaction records. Task: describe an organic reaction: reactants, conditions, products, and yield Starting materials: [Li]CCCC, C#CC(C)(C)N1[Si](C)(C)CC[Si]1(C)C, CI, C1CCOC1. The product is CC#CC(C)(C)N1[Si](C)(C)CC[Si]1(C)C. RXN SMILES: [CH2:15]([Li:16])[CH2:17][CH2:18][CH3:19].[CH3:1][C:2]([C:3]#[CH:4])([CH3:5])[N:6]1[Si:7]([CH3:13])([CH3:14])[CH2:8][CH2:9][Si:10]1([CH3:11])[CH3:12].[CH3:20][I:21].[O:22]1[CH2:23][CH2:24][CH2:25][CH2:26]1>>[CH3:1][C:2]([C:3]#[C:4][CH3:15])([CH3:5])[N:6]1[Si:7]([CH3:13])([CH3:14])[CH2:8][CH2:9][Si:10]1([CH3:11])[CH3:12]. Reactants: OCC1=CC=C(CNC(=O)C2=CNC3=CC=CC=C3C2=O)C=C1 (N-[4-(hydroxymethyl)benzyl] 4-oxo-1,4-dihydro-quinoline-3-carboxamide), S(=O)(Cl)Cl (thionyl chloride), O (Water). Solvent: CN(C)C=O (DMF), [Cl-].[Na+].O (brine). Conditions: time 1 hour. Product: O=C1C(=CNC2=CC=CC=C12)C(=O)N (4-oxo-1,4-dihydro-quinoline-3-carboxamide). As a reaction SMILES: OCC1C=CC(C[NH:8][C:9]([C:11]2[C:20](=[O:21])[C:19]3[C:14](=[CH:15][CH:16]=[CH:17][CH:18]=3)[NH:13][CH:12]=2)=[O:10])=CC=1.S(Cl)(Cl)=O.O>CN(C=O)C.[Cl-].[Na+].O>[O:21]=[C:20]1[C:19]2[C:14](=[CH:15][CH:16]=[CH:17][CH:18]=2)[NH:13][CH:12]=[C:11]1[C:9]([NH2:8])=[O:10] |f:4.5.6|. Reported procedure: To a solution of N-[4-(hydroxymethyl)benzyl] 4-oxo-1,4-dihydro-quinoline-3-carboxamide (279 mg; 0.79 mmol) in anhydrous DMF (8 mL) at 0° is added thionyl chloride (61 μL; 0.83 mmol) and the solution is stirred at room temperature for 1 h. Water (10 mL) and brine (10 mL) are added, and the precipitate is collected, rinsed with a small quantity of methanol and ether, and dried to give 214 mg of N-[4-chloromethyl)benzyl] 4-oxo-1,4-dihydro-quinoline-3-carboxamide.